Dataset: the Open Reaction Database (ORD), a public repository of structured organic reaction records. Task: describe an organic reaction: reactants, conditions, products, and yield The reactants are BrC=1C(=C(C=NO)C(=CC1)S(=O)(=O)C)C (3-bromo-2-methyl-6-methylsulfonylbenzaldehyde oxime), ClCC(=C)CCl (2-chloromethyl-3-chloropropene), Cl[O-].[Na+] (sodium hypochlorite), [O-]Cl.[Na+] (NaOCl), C(C)(=O)[O-].[Na+] (sodium acetate). Run in C(Cl)Cl (methylene chloride). Conditions: time 8 hour. Yields the product BrC1=C(C(=C(C=C1)S(=O)(=O)C)C1=NOC(C1)(CCl)CCl)C (1-Bromo-2-methyl-3-[5,5-di(chloromethyl)-4,5-dihydroisoxazol-3-yl]-4-methylsulfonylbenzene). As a reaction SMILES: Cl[O-].[Na+].C([O-])(=O)C.[Na+].[Br:9][C:10]1[C:11]([CH3:23])=[C:12]([C:16]([S:19]([CH3:22])(=[O:21])=[O:20])=[CH:17][CH:18]=1)[CH:13]=[N:14][OH:15].[Cl:24][CH2:25][C:26]([CH2:28][Cl:29])=[CH2:27]>C(Cl)Cl>[Br:9][C:10]1[CH:18]=[CH:17][C:16]([S:19]([CH3:22])(=[O:21])=[O:20])=[C:12]([C:13]2[CH2:27][C:26]([CH2:28][Cl:29])([CH2:25][Cl:24])[O:15][N:14]=2)[C:11]=1[CH3:23] |f:0.1,2.3|. Reported procedure: At room temperature, 50 ml of sodium hypochlorite solution (which contained 3.8 g (51.4 mmol) of NaOCl, admixed with a spatula tip of sodium acetate) were added dropwise with stirring to a solution of 15 g (51.4 mmol) of 3-bromo-2-methyl-6-methylsulfonylbenzaldehyde oxime and 7.1 g (56.5 mmol) of 2-chloromethyl-3-chloropropene in 250 ml of methylene chloride. The reaction mixture was stirred at room temperature overnight. The phases were separated, and the organic phase was washed three times wi... Starting materials: CC(C)(C)[O-].[K+] (t-BuOK), CC(C)=NO (propan-2-one oxime), COC(C1=C(C(=C(C(=C1)C(C)=O)F)F)NC1=C(C=CC=C1)Cl)=O (5-acetyl-2-(2-chlorophenylamino)-3,4-difluorobenzoic acid methyl ester). Run in C1CCOC1 (THF), C1CCOC1 (THF). Conditions: temperature -78 celsius, time 30 minute. Product: COC(C1=C(C(=C(C(=C1)C(C)=O)ON=C(C)C)F)NC1=C(C=CC=C1)Cl)=O (5-acetyl-2-(2-chlorophenylamino)-3-fluoro-4-isopropylideneaminooxybenzoic acid methyl ester). Reaction SMILES: CC([O-])(C)C.[K+].[CH3:7][C:8](=[N:10][OH:11])[CH3:9].[CH3:12][O:13][C:14](=[O:34])[C:15]1[CH:20]=[C:19]([C:21](=[O:23])[CH3:22])[C:18](F)=[C:17]([F:25])[C:16]=1[NH:26][C:27]1[CH:32]=[CH:31][CH:30]=[CH:29][C:28]=1[Cl:33]>C1COCC1>[CH3:12][O:13][C:14](=[O:34])[C:15]1[CH:20]=[C:19]([C:21](=[O:23])[CH3:22])[C:18]([O:11][N:10]=[C:8]([CH3:9])[CH3:7])=[C:17]([F:25])[C:16]=1[NH:26][C:27]1[CH:32]=[CH:31][CH:30]=[CH:29][C:28]=1[Cl:33] |f:0.1|. Reported procedure: t-BuOK (0.47 mL, 1.0 M in THF) was added to propan-2-one oxime (35 mg, 0.47 mmol). After stirring for 30 minutes, THF (0.5 mL) was added, and the reaction mixture was cooled to −78° C. A solution of 5-acetyl-2-(2-chlorophenylamino)-3,4-difluorobenzoic acid methyl ester (6) (50.0 mg, 0.147 mmol) in THF (1 mL) was added. The reaction mixture was slowly warmed to 0° C. and stirred for 2 hours. The reaction mixture was quenched with saturated aqueous NH4Cl, diluted with EtOAc and water. The aqueous ... The reactants are ClC1=NC(=CC(=N1)Cl)C (2,4-dichloro-6-methylpyrimidine), C1(CC1)C1=CC(=NN1)N (5-cyclopropyl-1H-pyrazol-3-ylamine), C(C)(C)N(CC)C(C)C (diisopropylethylamine). Run in C(CCC)O (1-butanol), C(C)(=O)OCC (ethyl acetate). Conditions: temperature 60 celsius. The product is ClC1=NC(=CC(=N1)NC1=NNC(=C1)C1CC1)C (2-Chloro-6-methylpyrimidin-4-yl-(5-cyclopropyl-1H-pyrazol-3-yl)-amine). Yield: 50.1%. As a reaction SMILES: [Cl:1][C:2]1[N:7]=[C:6](Cl)[CH:5]=[C:4]([CH3:9])[N:3]=1.[CH:10]1([C:13]2[NH:17][N:16]=[C:15]([NH2:18])[CH:14]=2)[CH2:12][CH2:11]1.C(N(C(C)C)CC)(C)C>C(O)CCC.C(OCC)(=O)C>[Cl:1][C:2]1[N:7]=[C:6]([NH:18][C:15]2[CH:14]=[C:13]([CH:10]3[CH2:12][CH2:11]3)[NH:17][N:16]=2)[CH:5]=[C:4]([CH3:9])[N:3]=1. Procedure: A mixture of 2,4-dichloro-6-methylpyrimidine (30.0 g, 184 mmol), 5-cyclopropyl-1H-pyrazol-3-ylamine (22.6 g, 184 mmol) and diisopropylethylamine (46 mL, 278 mmol) in 1-butanol (50 mL) was heated to 60° C. for 65 h. The reaction was cooled to room temperature and diluted with ethyl acetate. The mixture was washed with 2 N sodium hydroxide, water and brine, then dried over sodium sulfate and concentrated on a rotary evaporator. The residue was treated with a small amount of acetonitrile, sonicated...